Dataset: the Open Reaction Database (ORD), a public repository of structured organic reaction records. Task: describe an organic reaction: reactants, conditions, products, and yield Reaction conditions: time 1 hour. Product: ClC=1C=C(OC2CCN(CC2)C[C@H](C(C)C)NS(=O)(=O)C=2SC(=CC2)C2=NC=CC=C2)C=CC1Cl (N-((1S)-1-{[4-(3,4-dichlorophenoxy)-1-piperidinyl]methyl}-2-methylpropyl)-5-(2-pyridinyl)-2-thiophenesulfonamide). Yield: 27.5%. Procedure details: The product of Example 7, Step (c) (0.050 g) was dissolved in acetone (1 ml). K2CO3 [0.033 g dissolved in H2O (0.5 ml)] was then added, followed by 5-pyridin-2-yl-thiophene-2-sulfonyl chloride (0.041 g) and the reaction left to stir for 1 hr. Water was then added and the product extracted with ethyl acetate. The combined organic extracts dried, filtered and concentrated. Purification by flash silica column chromatography with 30% EtOAc/68% Hexane/2% TEA as eluent, and then reverse phase HPLC [(5... Starting materials: O (Water), ClC=1C=C(OC2CCN(CC2)C[C@H](C(C)C)N)C=CC1Cl ((1S)-1-{[4-(3,4-Dichlorophenoxy)-1-piperidinyl]methyl}-2-methylpropylamine), N1=C(C=CC=C1)C1=CC=C(S1)S(=O)(=O)Cl (5-pyridin-2-yl-thiophene-2-sulfonyl chloride), C(=O)([O-])[O-].[K+].[K+] (K2CO3). The solvent is CC(=O)C (acetone). RXN SMILES: [Cl:1][C:2]1[CH:3]=[C:4]([CH:18]=[CH:19][C:20]=1[Cl:21])[O:5][CH:6]1[CH2:11][CH2:10][N:9]([CH2:12][C@@H:13]([NH2:17])[CH:14]([CH3:16])[CH3:15])[CH2:8][CH2:7]1.C([O-])([O-])=O.[K+].[K+].[N:28]1[CH:33]=[CH:32][CH:31]=[CH:30][C:29]=1[C:34]1[S:38][C:37]([S:39](Cl)(=[O:41])=[O:40])=[CH:36][CH:35]=1.O>CC(C)=O>[Cl:1][C:2]1[CH:3]=[C:4]([CH:18]=[CH:19][C:20]=1[Cl:21])[O:5][CH:6]1[CH2:7][CH2:8][N:9]([CH2:12][C@@H:13]([NH:17][S:39]([C:37]2[S:38][C:34]([C:29]3[CH:30]=[CH:31][CH:32]=[CH:33][N:28]=3)=[CH:35][CH:36]=2)(=[O:40])=[O:41])[CH:14]([CH3:15])[CH3:16])[CH2:10][CH2:11]1 |f:1.2.3|.